Dataset: the Open Reaction Database (ORD), a public repository of structured organic reaction records. Task: describe an organic reaction: reactants, conditions, products, and yield The reactants are [OH-].[Na+] (sodium hydroxide), C(C1=CC=CC=C1)N1CC(C(C1)C)=NO (1-benzyl-3-(hydroxyimino)-4-methylpyrrolidine). The reagents and catalysts are [Ni] (Raney nickel). Run in C(C)O (ethanol). Yields the product C(C1=CC=CC=C1)N1CC(C(C1)C)N (1-benzyl-3-amino-4-methylpyrrolidine). The yield is 712.6%. RXN SMILES: [OH-].[Na+].[CH2:3]([N:10]1[CH2:14][CH:13]([CH3:15])[C:12](=[N:16]O)[CH2:11]1)[C:4]1[CH:9]=[CH:8][CH:7]=[CH:6][CH:5]=1>C(O)C.[Ni]>[CH2:3]([N:10]1[CH2:14][CH:13]([CH3:15])[CH:12]([NH2:16])[CH2:11]1)[C:4]1[CH:5]=[CH:6][CH:7]=[CH:8][CH:9]=1 |f:0.1|. Reported procedure: 90 ml of a 20% w/v aqueous solution of sodium hydroxide were added to a solution of 12 g (0.059 mole) of 1-benzyl-3-(hydroxyimino)-4-methylpyrrolidine [prepared as described in Step (5) above] dissolved in 100 ml of ethanol. 23.9 g of Raney nickel (about 50%) were gradually added to the mixture, whilst vigorously stirring it. After the reaction mixture had been stirred for 3 hours, it was filtered. The upper layer of the filtrate was separated and concentrated by evaporation under reduced pressu... Starting materials: CCOCCl, CCCC[N+](CCCC)(CCCC)CCCC, ClCCl, C[Si](C)(C)C(C(N)=O)[Si](C)(C)C, [I-], [Na+], O=C([O-])O, O=c1cc[nH]c(=S)[nH]1. Product: CCOCn1ccc(=O)[nH]c1=S. RXN SMILES: [CH2:21]([CH3:22])[O:23][CH2:24][Cl:25].[CH2:32]([N+:33]([CH2:34][CH2:35][CH2:36][CH3:37])([CH2:38][CH2:39][CH2:40][CH3:41])[CH2:42][CH2:43][CH2:44][CH3:45])[CH2:46][CH2:47][CH3:48].[CH2:49]([Cl:50])[Cl:51].[CH3:9][Si:10]([CH:11]([Si:12]([CH3:13])([CH3:14])[CH3:15])[C:16]([NH2:17])=[O:18])([CH3:19])[CH3:20].[I-:31].[Na+:26].[OH:27][C:28](=[O:29])[O-:30].[nH:1]1[c:2](=[S:3])[nH:4][c:5](=[O:6])[cH:7][cH:8]1>>[n:1]1([CH2:24][O:23][CH2:21][CH3:22])[c:2](=[S:3])[nH:4][c:5](=[O:6])[cH:7][cH:8]1. RXN SMILES: [N:1]1[C:6]2[CH2:7][CH2:8][NH:9][CH2:10][C:5]=2[C:4]([NH:11][C:12]2[CH:13]=[N:14][C:15]([C:18]([CH3:21])([CH3:20])[CH3:19])=[CH:16][CH:17]=2)=[N:3][CH:2]=1.Cl[C:23]1[C:28]([Cl:29])=[CH:27][CH:26]=[CH:25][N:24]=1>>[C:18]([C:15]1[N:14]=[CH:13][C:12]([NH:11][C:4]2[C:5]3[CH2:10][N:9]([C:23]4[C:28]([Cl:29])=[CH:27][CH:26]=[CH:25][N:24]=4)[CH2:8][CH2:7][C:6]=3[N:1]=[CH:2][N:3]=2)=[CH:17][CH:16]=1)([CH3:21])([CH3:20])[CH3:19]. The product is C(C)(C)(C)C1=CC=C(C=N1)NC=1C2=C(N=CN1)CCN(C2)C2=NC=CC=C2Cl ((6-tert-Butyl-pyridin-3-yl)-[6-(3-chloro-pyridin-2-yl)-5,6,7,8-tetrahydro-pyrido[4,3-d]pyrimidin-4-yl]-amine). Procedure: The title compound was prepared according to the procedure given for Compound 1C by reacting (5,6,7,8-tetrahydro-pyrido[4,3-d]pyrimidin-4-yl)-(6-tert-butyl-pyridin-3-yl)-amine with 2,3-dichloropyridine to give the desired compound as an off-white powder. Starting materials: Compound 1C, N1=CN=C(C2=C1CCNC2)NC=2C=NC(=CC2)C(C)(C)C ((5,6,7,8-tetrahydro-pyrido[4,3-d]pyrimidin-4-yl)-(6-tert-butyl-pyridin-3-yl)-amine), ClC1=NC=CC=C1Cl (2,3-dichloropyridine). RXN SMILES: [Cl:1][C:2]1[C:11]([CH2:12][O:13][C:14]2[N:18]([CH3:19])[N:17]=[CH:16][CH:15]=2)=[C:10]([S:20]([CH3:23])(=[O:22])=[O:21])[CH:9]=[CH:8][C:3]=1[C:4]([O:6]C)=[O:5].[OH-].[Li+].Cl>O1CCCC1.O>[Cl:1][C:2]1[C:11]([CH2:12][O:13][C:14]2[N:18]([CH3:19])[N:17]=[CH:16][CH:15]=2)=[C:10]([S:20]([CH3:23])(=[O:21])=[O:22])[CH:9]=[CH:8][C:3]=1[C:4]([OH:6])=[O:5] |f:1.2|. Reactants: ClC1=C(C(=O)OC)C=CC(=C1COC1=CC=NN1C)S(=O)(=O)C (methyl 2-chloro-[(1-methylpyrazol-5-yl)oxymethyl]-4-methylsulfonylbenzoate), Cl (hydrochloric acid), [OH-].[Li+] (lithium hydroxide). The solvent is O1CCCC1 (tetrahydrofurane), O (water). Procedure details: 6.95 g (19 mmol) of methyl 2-chloro-[(1-methylpyrazol-5-yl)oxymethyl]-4-methylsulfonylbenzoate in a mixture of 30 ml of tetrahydrofurane and 30 ml of water are treated at room temperature with 0.93 g of lithium hydroxide for 12 h. The reaction mixture is adjusted to pH4 with 10% strength hydrochloric acid and extracted with methylene chloride. The organic phase is dried and freed from the solvent. Yield: 4.3 g; m.p. 197° C. The product is ClC1=C(C(=O)O)C=CC(=C1COC1=CC=NN1C)S(=O)(=O)C (2-chloro-[(1-methylpyrazol-5-yl)oxymethyl]-4-methylsulfonyl benzoic acid).